This data is from the Open Reaction Database (ORD), a public repository of structured organic reaction records. The task is: describe an organic reaction: reactants, conditions, products, and yield The reactants are C[O-].[Na+] (Sodium methoxide), O1CC(NC2=C1C=CC=C2)=O (2H-1,4-benzoxazin-3(4H)-one), N1C(=CC=C1)C=O (pyrrole-2-carboxaldehyde). Run in CN(C)C=O (DMF). Conditions: time 8 hour. Yields the product N1C(=CC=C1)C=C1OC2=C(NC1=O)C=CC=C2 (2-[(Pyrrol-2-yl)methylene]-2H-1,4-benzoxazin-3(4H)-one). As a reaction SMILES: C[O-].[Na+].[O:4]1[C:9]2[CH:10]=[CH:11][CH:12]=[CH:13][C:8]=2[NH:7][C:6](=[O:14])[CH2:5]1.[NH:15]1[CH:19]=[CH:18][CH:17]=[C:16]1[CH:20]=O>CN(C=O)C>[NH:15]1[CH:19]=[CH:18][CH:17]=[C:16]1[CH:20]=[C:5]1[C:6](=[O:14])[NH:7][C:8]2[CH:13]=[CH:12][CH:11]=[CH:10][C:9]=2[O:4]1 |f:0.1|. Procedure details: Sodium methoxide (0.65 g, 0.012 mol) was added in one portion to a mixture of 2H-1,4-benzoxazin-3(4H)-one (1.49 g, 0,01 mol) and pyrrole-2-carboxaldehyde (1.58 g, 0.016 mol) in dry DMF (10 ml). The reaction mixture was refluxed for 48 h, then cooled at room temperature and poured into crushed ice and left overnight at 4° C. The precipitated solid was collected by filtration, washed with water and dried. The precipitate was boiled with ethanol (150 ml) and filtered while hot to remove impurities.... The reactants are C=CC(=O)NCO, Cc1ccc(O)c(C)c1, CC(C)=O, O, Cc1ccc(S(=O)(=O)O)cc1. The product is C=CC(=O)NCc1cc(C)cc(C)c1O. Reaction SMILES: [CH2:10]([OH:11])[NH:12][C:13]([CH:14]=[CH2:15])=[O:16].[CH3:1][c:2]1[c:3]([OH:9])[cH:4][cH:5][c:6]([CH3:8])[cH:7]1.[CH3:28][C:29](=[O:30])[CH3:31].[OH2:32].[c:17]1([CH3:18])[cH:19][cH:20][c:21]([S:22]([OH:23])(=[O:24])=[O:25])[cH:26][cH:27]1>>[CH3:1][c:2]1[c:3]([OH:9])[c:4]([CH2:10][NH:12][C:13]([CH:14]=[CH2:15])=[O:16])[cH:5][c:6]([CH3:8])[cH:7]1. The reactants are C(C)(C)(C)OC(=O)N1CCN(CC1)C1=NC=CN=C1C1=CC=C(C=C1)CO (3′-(4-hydroxymethyl-phenyl)-2,3,5,6-tetrahydro-[1,2′]bipyrazinyl-4-carboxylic acid tert-butyl ester), C(Cl)Cl (DCM), FC(C(=O)O)(F)F (trifluoroacetic acid). Run at time 6 hour. The product is Cl.Cl.N1(CCNCC1)C1=NC=CN=C1C1=CC=C(C=C1)CO ([4-(3,4,5,6-tetrahydro-2H-[1,2′]bipyrazinyl-3′-yl)-phenyl]-methanol dihydrochloride). Yield: 65.0%. Reaction SMILES: C(OC([N:8]1[CH2:13][CH2:12][N:11]([C:14]2[C:19]([C:20]3[CH:25]=[CH:24][C:23]([CH2:26][OH:27])=[CH:22][CH:21]=3)=[N:18][CH:17]=[CH:16][N:15]=2)[CH2:10][CH2:9]1)=O)(C)(C)C.FC(F)(F)C(O)=O.C(Cl)[Cl:36]>>[ClH:36].[ClH:36].[N:11]1([C:14]2[C:19]([C:20]3[CH:21]=[CH:22][C:23]([CH2:26][OH:27])=[CH:24][CH:25]=3)=[N:18][CH:17]=[CH:16][N:15]=2)[CH2:12][CH2:13][NH:8][CH2:9][CH2:10]1 |f:3.4.5|. Reported procedure: Dissolve 3′-(4-hydroxymethyl-phenyl)-2,3,5,6-tetrahydro-[1,2′]bipyrazinyl-4-carboxylic acid tert-butyl ester (2.76 g, 7.45 mmol) in DCM (25 mL) and add trifluoroacetic acid (5 mL) and allow the mixture to stir at room temperature for six hr. Evaporate the solution then dilute with DCM and wash with saturated sodium bicarbonate. Dry the organics over sodium sulfate then filter and evaporate. Chromatograph the residue over silica gel (eluting with 8:92 methanol (with 2 M ammonia):DCM), then dissol... The reactants are Cl.ClC1=CC2=C(N=C(N2)C2=C(C=C(C=C2)C#N)OCC)C=C1Cl (5,6-dichloro-2-(4-cyano-2-ethoxyphenyl)benzimidazole hydrochloride), [OH-].[Na+] (NaOH), C(C)O (ethanol). Reaction conditions: time 1 hour. Yields the product Cl.ClC1=CC2=C(N=C(N2)C2=C(C=C(C=C2)C(=O)O)OCC)C=C1Cl (5,6-Dichloro-2-(4-carboxy-2-ethoxyphenyl)benzimidazole hydrochloride). The yield is 70.0%. Reaction SMILES: Cl.[Cl:2][C:3]1[C:22]([Cl:23])=[CH:21][C:6]2[N:7]=[C:8]([C:10]3[CH:15]=[CH:14]C(C#N)=[CH:12][C:11]=3[O:18][CH2:19][CH3:20])[NH:9][C:5]=2[CH:4]=1.[OH-:24].[Na+].[CH2:26]([OH:28])[CH3:27]>>[ClH:2].[Cl:2][C:3]1[C:22]([Cl:23])=[CH:21][C:6]2[N:7]=[C:8]([C:10]3[CH:15]=[CH:14][C:27]([C:26]([OH:24])=[O:28])=[CH:12][C:11]=3[O:18][CH2:19][CH3:20])[NH:9][C:5]=2[CH:4]=1 |f:0.1,2.3,5.6|. Procedure: A mixture of 5,6-dichloro-2-(4-cyano-2-ethoxyphenyl)benzimidazole hydrochloride (16.3 g, 44.2 mmol), prepared as in Preparation 12, 32% NaOH (40 ml) in ethanol (100 ml) was refluxed for 8 h. After cooling to room temperature the organic solvent was removed under vacuum and the aqueous phase was acidified with 37% HCl, stirred for 1 h. The solid was filtered, washed with water (100 ml) and dried at 50° C. under vacuum to give 12 g of the title compound as a light brown powder (yield 70%), mp>250°... Starting materials: C1(=CC=CC=C1)C1=CCOC2=C1C=CC=C2 (4-phenyl-2H-1-benzopyran), CN(C=O)C (dimethylformamide), P(=O)(Cl)(Cl)Cl (phosphorus oxychloride), CN(C=O)C (dimethylformamide), [OH-].[Na+] (NaOH), O (water). The solvent is C(Cl)Cl.C1CCCCC1 (methylene chloride cyclohexane). Reaction conditions: temperature 0 celsius, time 20 minute. Yields the product C1(=CC=CC=C1)C1=C(COC2=C1C=CC=C2)C=O (4-Phenyl-3-formyl-2H-1-benzopyran). The yield is 83.0%. As a reaction SMILES: P(Cl)(Cl)(Cl)=O.[C:6]1([C:12]2[C:17]3[CH:18]=[CH:19][CH:20]=[CH:21][C:16]=3[O:15][CH2:14][CH:13]=2)[CH:11]=[CH:10][CH:9]=[CH:8][CH:7]=1.O.[OH-].[Na+].CN(C)[CH:27]=[O:28]>C(Cl)Cl.C1CCCCC1>[C:6]1([C:12]2[C:17]3[CH:18]=[CH:19][CH:20]=[CH:21][C:16]=3[O:15][CH2:14][C:13]=2[CH:27]=[O:28])[CH:7]=[CH:8][CH:9]=[CH:10][CH:11]=1 |f:3.4,6.7|. Procedure: 71 ml (0.773 mol) of phosphorus oxychloride are added dropwise to 300 ml of dimethylformamide maintained at 0° C. The reaction mixture is left stirring for 20 minutes at a temperature of between 0 and 5° C. A solution of 16.1 g (77.3 mmol) of 4-phenyl-2H-1-benzopyran in 22.5 ml of dimethylformamide is then added to the reaction mixture. The reaction mixture is allowed to return to room temperature and is then brought to 60° C. for 7 hours. The reaction mixture is then poured into a mixture of ic... Starting materials: C=CCC(=O)OCC, COCCOCCOCCO, C1CCOC1. Yields the product CCOC(=O)CCCOCCOCCOCCOC. Reaction SMILES: [CH2:12]([CH3:13])[O:14][C:15]([CH2:16][CH:17]=[CH2:18])=[O:19].[CH3:1][O:2][CH2:3][CH2:4][O:5][CH2:6][CH2:7][O:8][CH2:9][CH2:10][OH:11].[O:20]1[CH2:21][CH2:22][CH2:23][CH2:24]1>>[CH3:1][O:2][CH2:3][CH2:4][O:5][CH2:6][CH2:7][O:8][CH2:9][CH2:10][O:11][CH2:18][CH2:17][CH2:16][C:15]([O:14][CH2:12][CH3:13])=[O:19].